Dataset: the Open Reaction Database (ORD), a public repository of structured organic reaction records. Task: describe an organic reaction: reactants, conditions, products, and yield Run at time 3 hour. Solvent: O1CCCC1 (tetrahydrofuran). The product is OC(C=1C=C(C=C(C1)C1=CC=C(C=C1)C)C(=O)OCC)C1=CC=CC=C1 (Ethyl 5-(hydroxy(phenyl)methyl)-4′-methylbiphenyl-3-carboxylate). Reactants: C1(=CC=CC=C1)[Mg]Br (Phenylmagnesium bromide), C(=O)C=1C=C(C=C(C1)C1=CC=C(C=C1)C)C(=O)OCC (ethyl 5-formyl-4′-methylbiphenyl-3-carboxylate), O (water). Reaction SMILES: [C:1]1([Mg]Br)[CH:6]=[CH:5][CH:4]=[CH:3][CH:2]=1.[CH:9]([C:11]1[CH:12]=[C:13]([C:24]([O:26][CH2:27][CH3:28])=[O:25])[CH:14]=[C:15]([C:17]2[CH:22]=[CH:21][C:20]([CH3:23])=[CH:19][CH:18]=2)[CH:16]=1)=[O:10].O>O1CCCC1>[OH:10][CH:9]([C:1]1[CH:6]=[CH:5][CH:4]=[CH:3][CH:2]=1)[C:11]1[CH:12]=[C:13]([C:24]([O:26][CH2:27][CH3:28])=[O:25])[CH:14]=[C:15]([C:17]2[CH:18]=[CH:19][C:20]([CH3:23])=[CH:21][CH:22]=2)[CH:16]=1. Reported procedure: Phenylmagnesium bromide (850 mg, 4.7 mmol) was added to a solution of ethyl 5-formyl-4′-methylbiphenyl-3-carboxylate (360 mg, 1.3 mmol) in tetrahydrofuran (8 mL) at 0° C. The reaction mixture was stirred at room temperature for 3 h, and then water (10 mL) was added. The mixture was extracted with EtOAc (20 mL×2). The combined organic layers were dried over anhydrous MgSO4 and concentrated. The residue was purified by silica gel column chromatography to afford the title compound. Starting materials: OCc1c(-c2ccc(Cl)cc2)nn(-c2ccccc2)c1Cl, O=S(Cl)Cl, c1ccccc1. The product is ClCc1c(-c2ccc(Cl)cc2)nn(-c2ccccc2)c1Cl. Reaction SMILES: [Cl:5][c:6]1[c:7]([CH2:24][OH:25])[c:8](-[c:17]2[cH:18][cH:19][c:20]([Cl:23])[cH:21][cH:22]2)[n:9][n:10]1-[c:11]1[cH:12][cH:13][cH:14][cH:15][cH:16]1.[S:1]([Cl:2])([Cl:3])=[O:4].[cH:26]1[cH:27][cH:28][cH:29][cH:30][cH:31]1>>[Cl:3][CH2:24][c:7]1[c:6]([Cl:5])[n:10](-[c:11]2[cH:12][cH:13][cH:14][cH:15][cH:16]2)[n:9][c:8]1-[c:17]1[cH:18][cH:19][c:20]([Cl:23])[cH:21][cH:22]1.